From a dataset of the Open Reaction Database (ORD), a public repository of structured organic reaction records. describe an organic reaction: reactants, conditions, products, and yield The reactants are C1(=CC=CC=C1)[C@@H](C)NC(=O)C1(CCC1)C(C)=O (N-[1-(R)-phenylethyl]-1-acetyl-1-cyclobutanecarboxamide), C(CO)O (ethylene glycol), C1(=CC=C(C=C1)S(=O)(=O)O)C (p-toluenesulfonic acid), C1=CC=CC=C1 (benzene). Solvent: O (water). Product: C1(=CC=CC=C1)[C@@H](C)NC(=O)C1(CCC1)C1(C)OCCO1 (N-[1-(R)-phenylethyl]-1-(1,1-ethylenedioxyethyl)-1-cyclobutanecarboxamide). RXN SMILES: [C:1]1([C@H:7]([NH:9][C:10]([C:12]2([C:16](=[O:18])[CH3:17])[CH2:15][CH2:14][CH2:13]2)=[O:11])[CH3:8])[CH:6]=[CH:5][CH:4]=[CH:3][CH:2]=1.[CH2:19](O)[CH2:20][OH:21].C1(C)C=CC(S(O)(=O)=O)=CC=1.C1C=CC=CC=1>O>[C:1]1([C@H:7]([NH:9][C:10]([C:12]2([C:16]3([O:21][CH2:20][CH2:19][O:18]3)[CH3:17])[CH2:15][CH2:14][CH2:13]2)=[O:11])[CH3:8])[CH:6]=[CH:5][CH:4]=[CH:3][CH:2]=1. Procedure details: A mixture of 13.9 g of N-[1-(R)-phenylethyl]-1-acetyl-1-cyclobutanecarboxamide, 15 ml of ethylene glycol, a catalytic amount of p-toluenesulfonic acid and 100 ml of benzene was heated under reflux for 3 hrs. The water formed in the reaction was removed using a Dean-Stark apparatus. After cooling, the mixture was washed with a saturated sodium bicarbonate aqueous solution, then washed with water and then dried. The solvent was removed under reduced pressure to yield 16.5 g of the titled compound ... Reactants: ClC=1N=C(C2=C(N1)C=C(S2)CN2CCN(CC2)C)N2CCOCC2 (2-Chloro-6-(4-methyl-piperazin-1-ylmethyl)-4-morpholin-4-yl-thieno[3,2-d]pyrimidine), FC=1C=C(C=C(C1F)OCC1=CC=C(C=C1)OC)B1OC(C(O1)(C)C)(C)C (2-[3,4-difluoro-5-(4-methoxy-benzyloxy)-phenyl]-4,4,5,5-tetramethyl-[1,3,2]dioxaborolane). Product: FC=1C=C(C=C(C1F)OCC1=CC=C(C=C1)OC)C=1N=C(C2=C(N1)C=C(S2)CN2CCN(CC2)C)N2CCOCC2 (2-[3,4-difluoro-5-(4-methoxy-benzyloxy)-phenyl]-6-(4-methyl-piperazin-1-ylmethyl)-4-morpholin-yl-thieno[3,2-d]pyrimidine). RXN SMILES: Cl[C:2]1[N:3]=[C:4]([N:19]2[CH2:24][CH2:23][O:22][CH2:21][CH2:20]2)[C:5]2[S:10][C:9]([CH2:11][N:12]3[CH2:17][CH2:16][N:15]([CH3:18])[CH2:14][CH2:13]3)=[CH:8][C:6]=2[N:7]=1.[F:25][C:26]1[CH:27]=[C:28](B2OC(C)(C)C(C)(C)O2)[CH:29]=[C:30]([O:33][CH2:34][C:35]2[CH:40]=[CH:39][C:38]([O:41][CH3:42])=[CH:37][CH:36]=2)[C:31]=1[F:32]>>[F:25][C:26]1[CH:27]=[C:28]([C:2]2[N:3]=[C:4]([N:19]3[CH2:24][CH2:23][O:22][CH2:21][CH2:20]3)[C:5]3[S:10][C:9]([CH2:11][N:12]4[CH2:17][CH2:16][N:15]([CH3:18])[CH2:14][CH2:13]4)=[CH:8][C:6]=3[N:7]=2)[CH:29]=[C:30]([O:33][CH2:34][C:35]2[CH:40]=[CH:39][C:38]([O:41][CH3:42])=[CH:37][CH:36]=2)[C:31]=1[F:32]. Procedure details: 2-Chloro-6-(4-methyl-piperazin-1-ylmethyl)-4-morpholin-4-yl-thieno[3,2-d]pyrimidine was reacted with yield 2-[3,4-difluoro-5-(4-methoxy-benzyloxy)-phenyl]-4,4,5,5-tetramethyl-[1,3,2]dioxaborolane in general procedure A. Purification on silica yielded 2-[3,4-difluoro-5-(4-methoxy-benzyloxy)-phenyl]-6-(4-methyl-piperazin-1-ylmethyl)-4-morpholin-yl-thieno[3,2-d]pyrimidine. This was then reacted with trifluoroacetic acid in dichloromethane to yield the desired compound. Starting materials: SC1=C(C=CC=C1)O (o-mercaptophenol), BrC(C(=O)OCC)CBr (ethyl 2,3-dibromopropionate), C([O-])([O-])=O.[K+].[K+] (potassium carbonate), C([O-])([O-])=O.[K+].[K+] (potassium carbonate). The solvent is CC(=O)C (acetone), CC(=O)C (acetone), C(Cl)Cl (methylene chloride). Conditions: time 10 minute. Product: ethyl ester, O1C(CSC2=C1C=CC=C2)C(=O)O (2,3-dihydro-1,4-benzoxathiin-2-carboxylic acid). As a reaction SMILES: Br[CH:2]([CH2:8]Br)[C:3]([O:5]CC)=[O:4].C(=O)([O-])[O-].[K+].[K+].[SH:16][C:17]1[CH:22]=[CH:21][CH:20]=[CH:19][C:18]=1[OH:23]>CC(C)=O.C(Cl)Cl>[O:23]1[C:18]2[CH:19]=[CH:20][CH:21]=[CH:22][C:17]=2[S:16][CH2:8][CH:2]1[C:3]([OH:5])=[O:4] |f:1.2.3|. Reported procedure: To a stirred mixture of 41.6 g of ethyl 2,3-dibromopropionate, 400 ml of dry acetone and 11.1 g of potassium carbonate, there was added dropwise at 27° C. a solution of 19.5 g of o-mercaptophenol in 75 ml of acetone. After the addition was complete, the reaction mixture was stirred at room temperature for 10 minutes and an additional 50.9 g of potassium carbonate was added. The reaction mixture then was refluxed for 2 hours, and allowed to stand overnight at room temperature. The mixture was fil... Starting materials: ClC1=NC(=C2N=CN(C2=N1)C1CSCC1)NC1=CC=C(C=C1)OC(F)(F)F (2-chloro-9-(tetrahydro-3-thienyl)-N-[4-(trifluoromethoxy)-phenyl]-9H-purin-6-amine), N[C@@H]1CC[C@H](CC1)N (trans-1,4-diaminocyclohexane). Product: Cl.Cl.NC1CCC(CC1)NC1=NC(=C2N=CN(C2=N1)C1CSCC1)NC1=CC=C(C=C1)OC(F)(F)F (N2-(4-aminocyclo-hexyl)-9-(tetrahydro-3-thienyl)-N6-[4-(trifluoromethoxy)-phenyl]-9H-purin-2,6-diamine dihydrochloride). Yield: 92.3%. RXN SMILES: [Cl:1][C:2]1[N:10]=[C:9]2[C:5]([N:6]=[CH:7][N:8]2[CH:11]2[CH2:15][CH2:14][S:13][CH2:12]2)=[C:4]([NH:16][C:17]2[CH:22]=[CH:21][C:20]([O:23][C:24]([F:27])([F:26])[F:25])=[CH:19][CH:18]=2)[N:3]=1.[NH2:28][C@H:29]1[CH2:34][CH2:33][C@H:32]([NH2:35])[CH2:31][CH2:30]1>>[ClH:1].[ClH:1].[NH2:28][CH:29]1[CH2:34][CH2:33][CH:32]([NH:35][C:2]2[N:10]=[C:9]3[C:5]([N:6]=[CH:7][N:8]3[CH:11]3[CH2:15][CH2:14][S:13][CH2:12]3)=[C:4]([NH:16][C:17]3[CH:22]=[CH:21][C:20]([O:23][C:24]([F:27])([F:26])[F:25])=[CH:19][CH:18]=3)[N:3]=2)[CH2:31][CH2:30]1 |f:2.3.4|. Reported procedure: The operation is carried out as in Stage 3 of Example 5 starting from 186 mg of the product obtained in Stage 1 above and 513 mg of trans-1,4-diaminocyclohexane, the reaction medium is taken to a temperature of approximately 140 to 145° C. for 4 hours 30 minutes then left to return to ambient temperature. After purification on silica eluting with methanol/ammonium hydroxide (NH4OH) in a proportion of 98/2 and salification with 1.4 N hydrochloric acid in ethanol, separation is carried out, follow... Starting materials: CCC(C)=O, CCOC(=O)C(C)c1ccc(CCl)cc1, [I-], [Na+]. Yields the product CCOC(=O)C(C)c1ccc(CI)cc1. As a reaction SMILES: [CH2:18]([C:19]([CH3:20])=[O:21])[CH3:22].[Cl:3][CH2:4][c:5]1[cH:6][cH:7][c:8]([CH:11]([C:12](=[O:13])[O:14][CH2:15][CH3:16])[CH3:17])[cH:9][cH:10]1.[I-:2].[Na+:1]>>[I:2][CH2:4][c:5]1[cH:6][cH:7][c:8]([CH:11]([C:12](=[O:13])[O:14][CH2:15][CH3:16])[CH3:17])[cH:9][cH:10]1.